From a dataset of the Open Reaction Database (ORD), a public repository of structured organic reaction records. describe an organic reaction: reactants, conditions, products, and yield Starting materials: COC(=O)[C@@H]1CN(C(C[C@H]1C1=C(C=C(C(=C1)F)F)F)=O)CC1=CC=CC=C1 (methyl-trans-1-benzyl-6-oxo-4-(2,4,5-trifluorophenyl)piperidine-3-carboxylate), [OH-].[Li+] (lithium hydroxide). Solvent: O1CCCC1.CO (tetrahydrofuran methanol). Conditions: temperature 60 celsius, time 2 hour. Product: C(C1=CC=CC=C1)N1C[C@H]([C@@H](CC1=O)C1=C(C=C(C(=C1)F)F)F)C(=O)O (trans-1-Benzyl-6-oxo-4-(2,4,5-trifluorophenyl)piperidine-3-carboxylic acid). Reaction SMILES: C[O:2][C:3]([C@H:5]1[C@H:10]([C:11]2[CH:16]=[C:15]([F:17])[C:14]([F:18])=[CH:13][C:12]=2[F:19])[CH2:9][C:8](=[O:20])[N:7]([CH2:21][C:22]2[CH:27]=[CH:26][CH:25]=[CH:24][CH:23]=2)[CH2:6]1)=[O:4].[OH-].[Li+]>O1CCCC1.CO>[CH2:21]([N:7]1[C:8](=[O:20])[CH2:9][C@@H:10]([C:11]2[CH:16]=[C:15]([F:17])[C:14]([F:18])=[CH:13][C:12]=2[F:19])[C@H:5]([C:3]([OH:4])=[O:2])[CH2:6]1)[C:22]1[CH:23]=[CH:24][CH:25]=[CH:26][CH:27]=1 |f:1.2,3.4|. Procedure: To a solution of 8.4 g (22.2 mmol) of methyl-trans-1-benzyl-6-oxo-4-(2,4,5-trifluorophenyl)piperidine-3-carboxylate in 200 mL of 3:1 tetrahydrofuran/methanol was added 50 mL (50 mmol) of a 1N aqueous lithium hydroxide solution and the resulting mixture was stirred at 60° C. for 2 h. The solution was concentrated and acidified with 100 mL of 1N aqueous hydrochloric acid. The resulting mixture was then extracted with three 250-mL portions of ethyl acetate, and the organic phases combined and washe... The reactants are COc1ccc(N2CCCN(C(=O)OC(C)(C)C)CC2)c(OC)c1, Cl, C1COCCO1. The product is Cl, COc1ccc(N2CCCNCC2)c(OC)c1. RXN SMILES: [C:1]([O:2][C:3](=[O:4])[N:8]1[CH2:9][CH2:10][N:11]([c:15]2[c:16]([O:23][CH3:24])[cH:17][c:18]([O:21][CH3:22])[cH:19][cH:20]2)[CH2:12][CH2:13][CH2:14]1)([CH3:5])([CH3:6])[CH3:7].[ClH:25].[O:26]1[CH2:27][CH2:28][O:29][CH2:30][CH2:31]1>>[ClH:25].[NH:8]1[CH2:9][CH2:10][N:11]([c:15]2[c:16]([O:23][CH3:24])[cH:17][c:18]([O:21][CH3:22])[cH:19][cH:20]2)[CH2:12][CH2:13][CH2:14]1. The reactants are ClCCl, COCCOCCl, CC(C)(C)c1cc(C#N)cc(C(C)(C)C)c1O, CC(C)N(C)C(C)C. RXN SMILES: [CH2:33]([Cl:34])[Cl:35].[CH3:1][O:2][CH2:3][CH2:4][O:5][CH2:6][Cl:7].[CH3:8][C:9]([CH3:10])([CH3:11])[c:12]1[cH:13][c:14]([C:15]#[N:16])[cH:17][c:18]([C:21]([CH3:22])([CH3:23])[CH3:24])[c:19]1[OH:20].[CH:25]([N:26]([CH3:27])[CH:28]([CH3:29])[CH3:30])([CH3:31])[CH3:32]>>[CH3:1][O:2][CH2:3][CH2:4][O:5][CH2:6][O:20][c:19]1[c:12]([C:9]([CH3:8])([CH3:10])[CH3:11])[cH:13][c:14]([C:15]#[N:16])[cH:17][c:18]1[C:21]([CH3:22])([CH3:23])[CH3:24]. The product is COCCOCOc1c(C(C)(C)C)cc(C#N)cc1C(C)(C)C. The reactants are FC1=C(C=CC(=C1F)C(C(=O)OC)C)C1=CC=C(C=C1)O (methyl 2-(2,3-difluoro-4′-hydroxy-1,1′-biphenyl-4-yl)propanoate), BrCC1=CC=C(C(=C1C(=O)OC(C)(C)C)OC(=O)OC(C)(C)C)C(F)(F)F (tert-butyl 6-(bromomethyl)-2-[(tert-butoxycarbonyl)oxy]-3-(trifluoromethyl)benzoate). The product is C(C)(C)(C)OC(=O)C1=C(COC2=CC=C(C=C2)C2=C(C(=C(C=C2)C(C(=O)O)C)F)F)C=CC(=C1O)C(F)(F)F (2-(4′-{[2-(tert-Butoxycarbonyl)-3-hydroxy-4-(trifluoromethyl)benzyl]oxy}-2,3-difluoro-1,1′-biphenyl-4-yl)propanoic acid), powder. The yield is 12.0%. RXN SMILES: [F:1][C:2]1[C:7]([F:8])=[C:6]([CH:9]([CH3:14])[C:10]([O:12]C)=[O:11])[CH:5]=[CH:4][C:3]=1[C:15]1[CH:20]=[CH:19][C:18]([OH:21])=[CH:17][CH:16]=1.Br[CH2:23][C:24]1[C:29]([C:30]([O:32]C(C)(C)C)=[O:31])=[C:28]([O:37]C(OC(C)(C)C)=O)[C:27]([C:45]([F:48])([F:47])[F:46])=[CH:26][CH:25]=1>>[C:3]([O:32][C:30]([C:29]1[C:28]([OH:37])=[C:27]([C:45]([F:46])([F:48])[F:47])[CH:26]=[CH:25][C:24]=1[CH2:23][O:21][C:18]1[CH:19]=[CH:20][C:15]([C:3]2[CH:4]=[CH:5][C:6]([CH:9]([CH3:14])[C:10]([OH:12])=[O:11])=[C:7]([F:8])[C:2]=2[F:1])=[CH:16][CH:17]=1)=[O:31])([CH3:15])([CH3:4])[CH3:2]. Procedure: According to a method similar to Example (40-2), Example (33-5) and Example (17-4), from methyl 2-(2,3-difluoro-4′-hydroxy-1,1′-biphenyl-4-yl)propanoate (193 mg, 0.661 mmol) and tert-butyl 6-(bromomethyl)-2-[(tert-butoxycarbonyl)oxy]-3-(trifluoromethyl)benzoate (306 mg, 0.726 mmol) obtained in Example (28-5), the title compound was obtained as a white powder (45 mg, yield: 12%). RXN SMILES: C(O)(=O)C.[Cl:5][C:6]1[CH:11]=[CH:10][C:9]([CH:12]=[C:13]([CH3:19])[C:14]([O:16][CH2:17][CH3:18])=[O:15])=[C:8]([N+:20]([O-])=O)[CH:7]=1.O>[Fe].CCCCCC.C(OCC)(=O)C>[NH2:20][C:8]1[CH:7]=[C:6]([Cl:5])[CH:11]=[CH:10][C:9]=1[CH:12]=[C:13]([CH3:19])[C:14]([O:16][CH2:17][CH3:18])=[O:15] |f:4.5|. Isolated yield 73.6%. Starting materials: O (water), C(C)(=O)O (acetic acid), ClC1=CC(=C(C=C1)C=C(C(=O)OCC)C)[N+](=O)[O-] (ethyl 3-(4-chloro-2-nitrophenyl)-2-methyl-2-propenate). Reaction conditions: time 2 hour. The reagents and catalysts are [Fe] (iron). Run in CCCCCC.C(C)(=O)OCC (hexane ethyl acetate). Reported procedure: Into 170 ml of acetic acid, 11.0 g of ethyl 3-(4-chloro-2-nitrophenyl)-2-methyl-2-propenate were dissolved; and, while the mixture was stirred, 10.9 g (195.2 mmol) of iron powder (Koso Chem. Co.) and 13 ml of distilled water were added thereto at room temperature. The temperature of the mixture was raised, so that the reaction was carried out at 97° C. for 2 hours. After the end point of the reaction was verified by TLC, the reaction liquid was cooled, and acetic acid was evaporated under a redu... Yields the product NC1=C(C=CC(=C1)Cl)C=C(C(=O)OCC)C (ethyl 3-(2-amino-4-chlorophenyl)-2-methyl-2-propenate). Reactants: FC1=CC=C(C=C1)C=1C(=C(C=CC1)C(=O)C(O)C1=CC(=C(C=C1)C)Cl)C=1SC=CC1 (4-Fluorophenyl-3′-chloro-4′-methylthiophenyl Benzoin), [Bi]=O (bismuth oxide). Run in C(C)(=O)O (acetic acid). Yields the product FC1=CC=C(C=C1)C=1C(=C(C=CC1)C(=O)C(=O)C1=CC(=C(C=C1)C)Cl)C=1SC=CC1 (4-Fluorophenyl-3′-chloro-4′-methylthiophenyl Benzil). Isolated yield 69.5%. As a reaction SMILES: [F:1][C:2]1[CH:7]=[CH:6][C:5]([C:8]2[C:9]([C:26]3[S:27][CH:28]=[CH:29][CH:30]=3)=[C:10]([C:14]([CH:16]([C:18]3[CH:23]=[CH:22][C:21]([CH3:24])=[C:20]([Cl:25])[CH:19]=3)[OH:17])=[O:15])[CH:11]=[CH:12][CH:13]=2)=[CH:4][CH:3]=1.[Bi]=O>C(O)(=O)C>[F:1][C:2]1[CH:3]=[CH:4][C:5]([C:8]2[C:9]([C:26]3[S:27][CH:28]=[CH:29][CH:30]=3)=[C:10]([C:14]([C:16]([C:18]3[CH:23]=[CH:22][C:21]([CH3:24])=[C:20]([Cl:25])[CH:19]=3)=[O:17])=[O:15])[CH:11]=[CH:12][CH:13]=2)=[CH:6][CH:7]=1 |^1:30|. Procedure: The benzil was synthesized according to the procedure of Example 41, Step 3 using the benzoin of Step 2 (1.5 g, 4.8 mmol) and bismuth oxide (2.65 g, 5.3 mmol) in acetic acid (15 ml). There was obtained 1.45 g (98%) of the desired benzil as a crystalline solid: mp 124-126° C. Anal. Calc'd. for C15H10O2FClS (MW 308.77): C, 58.35; H, 3.26; S, 10.38. Found: C, 58.18; H, 3.09; S, 10.55. Reactants: ClC1=CC=C(C=C1)S(=O)(=O)C1(CCC(CC1)CS(=O)(=O)N)C1=C(C=CC(=C1)F)F ([4-(4-Chloro-benzenesulfonyl)-4-(2,5-difluoro-phenyl)-cyclohexyl]-methanesulfonamide), C(C)(=O)O (acetic acid), CN(C)C1=NC=CC=C1 (dimethylaminopyridine), Cl.CN(CCCN=C=NCC)C (1-(3-dimethylaminopropyl)-3-ethylcarbodiimide hydrochloride). Run in ClCCl (dichloromethane). Conditions: time 18 hour. The product is C(C)(=O)NS(=O)(=O)CC1CCC(CC1)(C1=C(C=CC(=C1)F)F)S(=O)(=O)C1=CC=C(C=C1)Cl (N-Acetyl-C-[4-(4-chloro-benzenesulfonyl)-4-(2,5-difluoro-phenyl)-cyclohexyl]-methanesulfonamide). Reaction SMILES: [Cl:1][C:2]1[CH:7]=[CH:6][C:5]([S:8]([C:11]2([C:22]3[CH:27]=[C:26]([F:28])[CH:25]=[CH:24][C:23]=3[F:29])[CH2:16][CH2:15][CH:14]([CH2:17][S:18]([NH2:21])(=[O:20])=[O:19])[CH2:13][CH2:12]2)(=[O:10])=[O:9])=[CH:4][CH:3]=1.[C:30](O)(=[O:32])[CH3:31].CN(C1C=CC=CN=1)C.Cl.CN(C)CCCN=C=NCC>ClCCl>[C:30]([NH:21][S:18]([CH2:17][CH:14]1[CH2:13][CH2:12][C:11]([S:8]([C:5]2[CH:6]=[CH:7][C:2]([Cl:1])=[CH:3][CH:4]=2)(=[O:9])=[O:10])([C:22]2[CH:27]=[C:26]([F:28])[CH:25]=[CH:24][C:23]=2[F:29])[CH2:16][CH2:15]1)(=[O:20])=[O:19])(=[O:32])[CH3:31] |f:3.4|. Reported procedure: To a stirred solution of [4-(4-chloro-benzenesulfonyl)-4-(2,5-difluoro-phenyl)-cyclohexyl]-methanesulfonamide (Example 3) (64 mg, 0.14 mmol.), acetic acid (0.011 mL, 0.17 mmol.) and dimethylaminopyridine (20 mg, 0.17 mmol.) in dichloromethane was added 1-(3-dimethylaminopropyl)-3-ethylcarbodiimide hydrochloride (32 mg, 0.17 mmol.) and the mixture stirred at ambient temperature for 18 hours. After dilution with ethyl acetate (25 mL), and washing with 2N aqueous hydrochloric acid (20 mL) and brine... Starting materials: ( a ), Resin ( b ), C=1(C(O)=CC=C(C=CC)C1)OC (isoeugenol), C=1(C(O)=CC=C(CC=C)C1)OC (eugenol). The solvent is O (water). Product: O=CC1=CC(OC)=C(O)C=C1 (vanillin). As a reaction SMILES: [C:1]1([O:11][CH3:12])[C:2](=[CH:4][CH:5]=[C:6]([CH:10]=1)[CH:7]=CC)[OH:3].C1(OC)C(=CC=C(C=1)CC=C)[OH:15]>O>[O:15]=[CH:7][C:6]1[CH:5]=[CH:4][C:2]([OH:3])=[C:1]([O:11][CH3:12])[CH:10]=1. Reported procedure: On the basis of the substrates (a) Benzoe Siam Resin (b) isoeugenol and (c) eugenol, all dispersed in tap water as the reaction medium, the compound vanillin was produced. The substrates were taken up in flasks mounted on a shaking apparatus after which the enzyme lipoxidase (Sigma L8383) in a dose of 0.2% w/w based on the substrate was added. The temperature during the reaction was kept at 25° C. The starting mixture had a initial pH of 8. After an incubation time of 24 hours the reaction was s...